Task: describe an organic reaction: reactants, conditions, products, and yield. Dataset: the Open Reaction Database (ORD), a public repository of structured organic reaction records Reactants: S([O-])(O)=O.[Na+] (sodium bisulfite), resultant mixture, NC1=C(OC(=CCl)Cl)C=CC=C1 (1-(2-aminophenoxy)-1,2-dichloroethene), N(=O)[O-].[Na+] (sodium nitrite). Reagents/catalysts: S(=O)(=O)([O-])[O-].[Cu+2] (copper sulfate). Run in Cl (hydrochloric acid), C(C)(=O)O (acetic acid), Cl (hydrochloric acid), O (water), O (water). Yields the product ClC(=CCl)OC1=C(C=CC=C1)S(=O)(=O)N (2-(1,2-Dichloroethen-1-yloxy)benzenesulfonamide). As a reaction SMILES: N[C:2]1[CH:12]=[CH:11][CH:10]=[CH:9][C:3]=1[O:4][C:5]([Cl:8])=[CH:6][Cl:7].[N:13]([O-])=O.[Na+].[S:17](=[O:20])(O)[O-:18].[Na+]>C(O)(=O)C.Cl.O.S([O-])([O-])(=O)=O.[Cu+2]>[Cl:8][C:5]([O:4][C:3]1[CH:9]=[CH:10][CH:11]=[CH:12][C:2]=1[S:17]([NH2:13])(=[O:20])=[O:18])=[CH:6][Cl:7] |f:1.2,3.4,8.9|. Reported procedure: Twenty four grams of 1-(2-aminophenoxy)-1,2-dichloroethene was dissolved in a mixture of 25 ml acetic acid, 25 ml of 12N hydrochloric acid and 50 ml of water. The grown mixture was cooled to 0° and a solution of 8.28 g of sodium nitrite in 15 ml of water was added dropwise. The resulting brown suspension was stirred at below 5° for one-half hour and then added to a stirred suspension of 3 g copper sulfate, 90 ml of 12N hydrochloric acid and 62 ml of 40% sodium bisulfite. The resultant mixture wa... Reactants: CCC1(O)CC(=O)OCc2c1ccnc2OC, Cl. The product is CCC1(O)CC(=O)OCc2c1cc[nH]c2=O. As a reaction SMILES: [CH2:1]([CH3:2])[C:3]1([OH:17])[CH2:4][C:5](=[O:16])[O:6][CH2:7][c:8]2[c:9]([O:14][CH3:15])[n:10][cH:11][cH:12][c:13]21.[ClH:18]>>[CH2:1]([CH3:2])[C:3]1([OH:17])[CH2:4][C:5](=[O:16])[O:6][CH2:7][c:8]2[c:9](=[O:14])[nH:10][cH:11][cH:12][c:13]21.